From a dataset of the Open Reaction Database (ORD), a public repository of structured organic reaction records. describe an organic reaction: reactants, conditions, products, and yield Reactants: CCOC(C)=O, ClCCl, O, O=[N+]([O-])O, COc1cc2cc(C(=O)O)sc2cc1O. Product: COc1cc2cc(C(=O)O)sc2c([N+](=O)[O-])c1O. As a reaction SMILES: [CH3:21][CH2:22][O:23][C:24](=[O:25])[CH3:26].[Cl:27][CH2:28][Cl:29].[OH2:20].[OH:16][N+:17]([O-:18])=[O:19].[OH:1][c:2]1[c:3]([O:14][CH3:15])[cH:4][c:5]2[c:6]([s:7][c:8]([C:10](=[O:11])[OH:12])[cH:9]2)[cH:13]1>>[OH:1][c:2]1[c:3]([O:14][CH3:15])[cH:4][c:5]2[c:6]([s:7][c:8]([C:10](=[O:11])[OH:12])[cH:9]2)[c:13]1[N+:17](=[O:16])[O-:18].